From a dataset of the Open Reaction Database (ORD), a public repository of structured organic reaction records. describe an organic reaction: reactants, conditions, products, and yield Reactants: N1N=NN=C1C1CCN(CC1)C(=O)OC(C)(C)C (tert-butyl 4-(1H-tetrazol-5-yl)piperidine-1-carboxylate). Run in Cl (HCl), O1CCOCC1 (dioxane). Reaction conditions: time 1 hour. Yields the product N1N=NN=C1C1CCNCC1 (4-(1H-tetrazol-5-yl)piperidine). Isolated yield 98.0%. As a reaction SMILES: [NH:1]1[C:5]([CH:6]2[CH2:11][CH2:10][N:9](C(OC(C)(C)C)=O)[CH2:8][CH2:7]2)=[N:4][N:3]=[N:2]1>Cl.O1CCOCC1>[NH:4]1[C:5]([CH:6]2[CH2:11][CH2:10][NH:9][CH2:8][CH2:7]2)=[N:1][N:2]=[N:3]1. Procedure: The title compound from Step A above (197 mg, 0.77 mmol) was dissolved in 4 M HCl in dioxane (3.0 mL) and stirred at RT for 1 h. The product was concentrated under reduced pressure and dried under high vacuum to give the title compound (i-32) (116 mg, 98%). ESI-MS calculated for C6H11N5: Exact Mass: 153.13. Found 154.12.